Dataset: the Open Reaction Database (ORD), a public repository of structured organic reaction records. Task: describe an organic reaction: reactants, conditions, products, and yield Reactants: CSC1=CC(=NN1)C1=CC=CC=C1 (5-(methylthio)-3-phenyl-1H-pyrazole), [I-].[Na+] (sodium iodide), II (iodine), C(=O)([O-])[O-].[K+].[K+] (K2CO3). The solvent is C1CCOC1 (THF), O (water). Reaction conditions: temperature 100 celsius, time 2 hour. Product: IC=1C(=NNC1SC)C1=CC=CC=C1 (4-Iodo-5-(methylthio)-3-phenyl-1H-pyrazole). Yield: 94.3%. As a reaction SMILES: [CH3:1][S:2][C:3]1[NH:7][N:6]=[C:5]([C:8]2[CH:13]=[CH:12][CH:11]=[CH:10][CH:9]=2)[CH:4]=1.[I-:14].[Na+].II.C([O-])([O-])=O.[K+].[K+]>C1COCC1.O>[I:14][C:4]1[C:5]([C:8]2[CH:9]=[CH:10][CH:11]=[CH:12][CH:13]=2)=[N:6][NH:7][C:3]=1[S:2][CH3:1] |f:1.2,4.5.6|. Procedure details: To a solution of 5-(methylthio)-3-phenyl-1H-pyrazole (1.5 g, 7.88 mmol) in THF (20 mL) and water (20 mL), were added sodium iodide (1.182 g, 7.88 mmol), iodine (3.00 g, 11.83 mmol), and K2CO3 (1.634 g, 11.83 mmol) at room temperature. The reaction was warmed to 100° C. and stirred for 2 h. The reaction was quenched with 2.0 M aqueous sodium thiosulfite and concentrated under reduced pressure. The mixture was extracted with ethyl acetate and washed with NaHCO3 solution. The organic extracts were ... Starting materials: FC1=C(C=CC(=C1)C)NC1=C(N=NC2=CC(=C(C=C12)C=1CCNCC1)OC)C#N (4-(2-fluoro-4-methylphenylamino)-7-methoxy-6-(1,2,3,6-tetrahydropyridin-4-yl)cinnoline-3-carbonitrile), CC(=O)C (acetone), C(C)(=O)O (acetic acid), C(C)(=O)O[BH-](OC(C)=O)OC(C)=O.[Na+] (sodium triacetoxyborohydride). Solvent: ClC(C)Cl (dichloroethane). Run at temperature 55 celsius, time 6 hour. The product is FC1=C(C=CC(=C1)C)NC1=C(N=NC2=CC(=C(C=C12)C=1CCN(CC1)C(C)C)OC)C#N (4-[(2-Fluoro-4-methylphenyl)amino]-6-(1-isopropyl-1,2,3,6-tetrahydropyridin-4-yl)-7-methoxycinnoline-3-carbonitrile). The yield is 54.5%. RXN SMILES: [F:1][C:2]1[CH:7]=[C:6]([CH3:8])[CH:5]=[CH:4][C:3]=1[NH:9][C:10]1[C:19]2[C:14](=[CH:15][C:16]([O:26][CH3:27])=[C:17]([C:20]3[CH2:21][CH2:22][NH:23][CH2:24][CH:25]=3)[CH:18]=2)[N:13]=[N:12][C:11]=1[C:28]#[N:29].[CH3:30][C:31]([CH3:33])=O.C(O)(=O)C.C(O[BH-](OC(=O)C)OC(=O)C)(=O)C.[Na+]>ClC(Cl)C>[F:1][C:2]1[CH:7]=[C:6]([CH3:8])[CH:5]=[CH:4][C:3]=1[NH:9][C:10]1[C:19]2[C:14](=[CH:15][C:16]([O:26][CH3:27])=[C:17]([C:20]3[CH2:21][CH2:22][N:23]([CH:31]([CH3:33])[CH3:30])[CH2:24][CH:25]=3)[CH:18]=2)[N:13]=[N:12][C:11]=1[C:28]#[N:29] |f:3.4|. Procedure details: To a solution of 4-(2-fluoro-4-methylphenylamino)-7-methoxy-6-(1,2,3,6-tetrahydropyridin-4-yl)cinnoline-3-carbonitrile (Method 88, 200 mg, 0.51 mmol) in dichloroethane (5 mL), acetone (0.566 mL, 7.70 mmol), and acetic acid (0.147 mL, 2.57 mmol) was added sodium triacetoxyborohydride (544 mg, 2.57 mmol) and the reaction stirred at 55° C. for 6 hours. The reaction mixture was concentrated under reduced pressure and the residue purified with silica chromatography (MeOH/EtOAc (1:1)) to give 120 mg (... Starting materials: ClCCN1CCCCC1, [K+], [K+], O=C([O-])[O-], CN(C)C=O, CC(C)c1sc2ccccc2c1Oc1ccc(O)cc1. Product: CC(C)c1sc2ccccc2c1Oc1ccc(OCCN2CCCCC2)cc1. As a reaction SMILES: [Cl:27][CH2:28][CH2:29][N:30]1[CH2:31][CH2:32][CH2:33][CH2:34][CH2:35]1.[K+:21].[K+:22].[O-:23][C:24]([O-:25])=[O:26].[O:36]=[CH:37][N:38]([CH3:39])[CH3:40].[OH:1][c:2]1[cH:3][cH:4][c:5]([O:6][c:7]2[c:8]3[c:9]([s:10][c:11]2[CH:12]([CH3:13])[CH3:14])[cH:15][cH:16][cH:17][cH:18]3)[cH:19][cH:20]1>>[O:1]([c:2]1[cH:3][cH:4][c:5]([O:6][c:7]2[c:8]3[c:9]([s:10][c:11]2[CH:12]([CH3:13])[CH3:14])[cH:15][cH:16][cH:17][cH:18]3)[cH:19][cH:20]1)[CH2:28][CH2:29][N:30]1[CH2:31][CH2:32][CH2:33][CH2:34][CH2:35]1. Reactants: IC1=NN(C=C1C(=O)OCC)C(C)C (ethyl 3-iodo-1-isopropyl-1H-pyrazole-4-carboxylate), [H-].C(C(C)C)[Al+]CC(C)C (diisobutylaluminum hydride). Solvent: O1CCCC1 (tetrahydrofuran). Conditions: temperature -78 celsius, time 1 hour. The product is IC1=NN(C=C1CO)C(C)C ((3-iodo-1-isopropyl-1H-pyrazol-4-yl)methanol). Isolated yield 98.7%. As a reaction SMILES: [I:1][C:2]1[C:6]([C:7](OCC)=[O:8])=[CH:5][N:4]([CH:12]([CH3:14])[CH3:13])[N:3]=1.[H-].C([Al+]CC(C)C)C(C)C>O1CCCC1>[I:1][C:2]1[C:6]([CH2:7][OH:8])=[CH:5][N:4]([CH:12]([CH3:14])[CH3:13])[N:3]=1 |f:1.2|. Reported procedure: A solution of ethyl 3-iodo-1-isopropyl-1H-pyrazole-4-carboxylate (740 mg, 2.40 mmol) in tetrahydrofuran (20 mL) was cooled to −78° C. and treated with diisobutylaluminum hydride (1.5 M in toluene, 0.8 mL, 7.21 mmol), dropwise. The mixture was stirred at −78° C. for 1 hour and then warmed to room temperature for 2 hours. The mixture was quenched with 10 mL ethyl acetate, stirred 15 minutes, and then treated with 25 mL saturated aqueous Rochelle's salts. After stirring an additional 1 hour at room... The reactants are COCOC1=C2CCC(C2=CC=C1)=O (4-(methoxymethoxy)-1-indanone), C(#N)[BH3-].[Na+] (sodium cyanoborohydride), O (water), C(C)(=O)O (acetic acid). Solvent: C(C)O (ethanol), CN (methylamine). Product: CNC1CCC2=C(C=CC=C12)OCOC (1-methylamino-4-(methoxymethoxy)indane). Yield: 56.6%. Reaction SMILES: [CH3:1][O:2][CH2:3][O:4][C:5]1[CH:13]=[CH:12][CH:11]=[C:10]2[C:6]=1[CH2:7][CH2:8][C:9]2=O.[C:15]([BH3-])#[N:16].[Na+].C(O)(=O)C.O>C(O)C.CN>[CH3:15][NH:16][CH:9]1[C:10]2[C:6](=[C:5]([O:4][CH2:3][O:2][CH3:1])[CH:13]=[CH:12][CH:11]=2)[CH2:7][CH2:8]1 |f:1.2|. Reported procedure: To a solution of 1.00 g of 4-(methoxymethoxy)-1-indanone in 10 ml of ethanol, 2.8 ml of 40% methylamine (methanol solution) and 367 mg of sodium cyanoborohydride were added. While stirring at room temperature, 0.55 ml of acetic acid was added dropwise and the mixture was heated at reflux for 4 hours. The reaction solution was air-cooled, combined with water and then extracted with ethyl acetate. After drying over anhydrous magnesium sulfate, the solvent was evaporated. The residue was purified b... Starting materials: C(C)(C)(C)OC(=O)N[C@H](C(C(=O)NCC(C)C)O)CC1CCCCC1 ((2RS, 3S)-3-(tert-butoxycarbonyl)amino-4-cyclohexyl-2-hydroxy-N-isobutylbutyramide), Cl (hydrochloric acid). Run in CO (methyl alcohol). Yields the product Cl.N[C@H](C(C(=O)NCC(C)C)O)CC1CCCCC1 ((2RS, 3S)-3-amino-4-cyclohexyl-2-hydroxy-N-isobutylbutyramide hydrochloride). Reaction SMILES: C(OC([NH:8][C@@H:9]([CH2:19][CH:20]1[CH2:25][CH2:24][CH2:23][CH2:22][CH2:21]1)[CH:10]([OH:18])[C:11]([NH:13][CH2:14][CH:15]([CH3:17])[CH3:16])=[O:12])=O)(C)(C)C.[ClH:26]>CO>[ClH:26].[NH2:8][C@@H:9]([CH2:19][CH:20]1[CH2:21][CH2:22][CH2:23][CH2:24][CH2:25]1)[CH:10]([OH:18])[C:11]([NH:13][CH2:14][CH:15]([CH3:16])[CH3:17])=[O:12] |f:3.4|. Procedure details: To a solution of 590 mg of the amide compound in 10 ml of methyl alcohol was added 3.3 ml of a 2N-hydrochloric acid, and the mixture was heated under reflux for 2 hours. The reaction mixture was evaporated under reduced pressure to obtain 254 mg of (2RS, 3S)-3-amino-4-cyclohexyl-2-hydroxy-N-isobutylbutyramide hydrochloride as a white powder. Starting materials: C(C)(C)[N-]C(C)C.[Li+] (Lithium diisopropylamide), CC(CC1C(=O)O[C@@H](C1)COC(C1=CC=CC=C1)(C1=CC=CC=C1)C1=CC=CC=C1)C ((γS)-α-(2-methylpropyl)-γ-trityloxymethyl-γ-butyrolactone), C(C=C)Br (allyl bromide). The solvent is CN(C)P(=O)(N(C)C)N(C)C (HMPA), C1CCOC1 (THF), C1CCOC1 (THF). Run at temperature -78 celsius, time 30 minute. The product is CC(CC1(C(=O)OC(C1)COC(C1=CC=CC=C1)(C1=CC=CC=C1)C1=CC=CC=C1)C(=C)C)C (α-(2-Methylpropyl)-α-(propen-2-yl)-γ-trityloxymethyl-γ-butyrolactone). Isolated yield 82.2%. As a reaction SMILES: [CH:1]([N-]C(C)C)([CH3:3])[CH3:2].[Li+].[CH3:9][CH:10]([CH3:39])[CH2:11][CH:12]1[CH2:17][C@@H:16]([CH2:18][O:19][C:20]([C:33]2[CH:38]=[CH:37][CH:36]=[CH:35][CH:34]=2)([C:27]2[CH:32]=[CH:31][CH:30]=[CH:29][CH:28]=2)[C:21]2[CH:26]=[CH:25][CH:24]=[CH:23][CH:22]=2)[O:15][C:13]1=[O:14].C(Br)C=C>C1COCC1.CN(P(N(C)C)(N(C)C)=O)C>[CH3:9][CH:10]([CH3:39])[CH2:11][C:12]1([C:1]([CH3:3])=[CH2:2])[CH2:17][CH:16]([CH2:18][O:19][C:20]([C:33]2[CH:34]=[CH:35][CH:36]=[CH:37][CH:38]=2)([C:27]2[CH:28]=[CH:29][CH:30]=[CH:31][CH:32]=2)[C:21]2[CH:22]=[CH:23][CH:24]=[CH:25][CH:26]=2)[O:15][C:13]1=[O:14] |f:0.1|. Procedure details: Lithium diisopropylamide (8.3 mL, 16.6 mmol, 2.0M, heptane/THF/ethylbenzene) is added to a solution of (γS)-α-(2-methylpropyl)-γ-trityloxymethyl-γ-butyrolactone (5.67 g, 13.7 mmol), THF (50 mL), and HMPA (2.9 mL) at -78° C. After stirring for 30 minutes at -78° C., a solution of allyl bromide (1.46 mL, 16.9 mmol) and THF (8.0 mL) is added. The solution is allowed to stir for 4 hours at -78° C. and is then quenched with aqueous ammonium chloride (50 mL). After warming to room temperature, aqueous...